This data is from the Open Reaction Database (ORD), a public repository of structured organic reaction records. The task is: describe an organic reaction: reactants, conditions, products, and yield The product is C(C1=CC=CC=C1)OC(=O)C1=C(C(=C(N1)CC=1NC(=C(C1CC)CC)CC=1NC(=C(C1CCC(=O)OC)C)C(=O)OCC1=CC=CC=C1)CCC(=O)OC)C (2,5-Bis[(5-benzyloxycarbonyl-4-methyl-3-methoxycarbonylethylpyrrol-2-yl)methyl]-3,4-diethylpyrrole). Reactants: 7C, pyrroles, C(C)C1=CNC=C1CC (3,4-Diethylpyrrole), C(C)(=O)OCC=1NC(=C(C1CCC(=O)OC)C)C(=O)OCC1=CC=CC=C1 (2-acetoxymethyl-5-benzyloxycarbonyl-4-methyl-3-methoxycarbonylethylpyrrole), C1(=CC=C(C=C1)S(=O)(=O)O)C (p-Toluenesulfonic acid). Yield: 61.0%. Run at temperature 60 celsius. Reported procedure: 7C, FIG. 7. In a 500 mL round bottom flask was placed 250 mL of ethanol from an unopened bottle and this was then purged with dry nitrogen for ten minutes. 3,4-Diethylpyrrole 7B (1.29 g, 0.01 mol) and 2-acetoxymethyl-5-benzyloxycarbonyl-4-methyl-3-methoxycarbonylethylpyrrole 7A (7.83 g, 0.02 mol) were added and the mixture heated until all of the pyrroles dissolved. p-Toluenesulfonic acid (65 mg) was added and the reaction temperature maintained at 60° C. The reaction slowly changed color from a... Reaction SMILES: [CH2:1]([C:3]1[C:7]([CH2:8][CH3:9])=[CH:6][NH:5][CH:4]=1)[CH3:2].C(O[CH2:14][C:15]1[NH:16][C:17]([C:27]([O:29][CH2:30][C:31]2[CH:36]=[CH:35][CH:34]=[CH:33][CH:32]=2)=[O:28])=[C:18]([CH3:26])[C:19]=1[CH2:20][CH2:21][C:22]([O:24][CH3:25])=[O:23])(=O)C.[C:37]1([CH3:47])[CH:42]=[CH:41][C:40](S(O)(=O)=O)=[CH:39][CH:38]=1>>[CH2:30]([O:29][C:27]([C:17]1[NH:16][C:15]([CH2:14][C:4]2[NH:5][C:6]([CH2:14][C:15]3[NH:16][C:17]([C:27]([O:29][CH2:47][C:37]4[CH:42]=[CH:41][CH:40]=[CH:39][CH:38]=4)=[O:28])=[C:18]([CH3:26])[C:19]=3[CH2:20][CH2:21][C:22]([O:24][CH3:25])=[O:23])=[C:7]([CH2:8][CH3:9])[C:3]=2[CH2:1][CH3:2])=[C:19]([CH2:20][CH2:21][C:22]([O:24][CH3:25])=[O:23])[C:18]=1[CH3:26])=[O:28])[C:31]1[CH:36]=[CH:35][CH:34]=[CH:33][CH:32]=1. Reactants: OC1=CC=C(C=2C=CC=NC12)C=O (8-hydroxyquinoline-5-carbaldehyde), C([O-])([O-])=O.[K+].[K+] (potassium carbonate), C(C)OC(CBr)=O (2-bromoacetic acid ethyl ester). Run in CN(C)C=O (DMF), ClCCl (dichloromethane). Conditions: time 1 hour. Yields the product C(C)OC(COC=1C=CC(=C2C=CC=NC12)C=O)=O (2-(5-formylquinol-8-yloxy)acetic acid ethyl ester). The yield is 74.8%. As a reaction SMILES: [OH:1][C:2]1[C:11]2[N:10]=[CH:9][CH:8]=[CH:7][C:6]=2[C:5]([CH:12]=[O:13])=[CH:4][CH:3]=1.C(=O)([O-])[O-].[K+].[K+].[CH2:20]([O:22][C:23](=[O:26])[CH2:24]Br)[CH3:21]>CN(C=O)C.ClCCl>[CH2:20]([O:22][C:23](=[O:26])[CH2:24][O:1][C:2]1[CH:3]=[CH:4][C:5]([CH:12]=[O:13])=[C:6]2[C:11]=1[N:10]=[CH:9][CH:8]=[CH:7]2)[CH3:21] |f:1.2.3|. Reported procedure: To a solution of 8-hydroxyquinoline-5-carbaldehyde (170 mg, 0.98 mmol) in DMF (5 ml) were added anhydrous potassium carbonate (150 mg) and 2-bromoacetic acid ethyl ester (0.12 ml, 180 mg, 1.08 mmol) at room temperature and the stirring was continued for 1 h. Then the reaction mixture was diluted with dichloromethane, the organic layer was washed several times with water, dried over sodium sulfate and then evaporated under vacuum. The residue was chromatographed on silica gel with ethyl acetate/c...